Task: describe an organic reaction: reactants, conditions, products, and yield. Dataset: the Open Reaction Database (ORD), a public repository of structured organic reaction records The reactants are [OH-].[Na+] (sodium hydroxide), NCC1CCNCC1 (4-(aminomethyl)-piperidine), ClC1=NC(=NC2=CC=CC=C12)N(CC)CC (4-chloro-2-diethylaminoquinazoline), CCN(C(C)C)C(C)C (Hunig's base). The solvent is C(C)(=O)OCC (ethyl acetate), C(CCC)#N (butyronitrile). Yields the product NCC1CCN(CC1)C1=NC(=NC2=CC=CC=C12)N(CC)CC (4-Aminomethyl-N-(2-diethylaminoquinazolin-4-yl)-piperidine). Reaction SMILES: [NH2:1][CH2:2][CH:3]1[CH2:8][CH2:7][NH:6][CH2:5][CH2:4]1.Cl[C:10]1[C:19]2[C:14](=[CH:15][CH:16]=[CH:17][CH:18]=2)[N:13]=[C:12]([N:20]([CH2:23][CH3:24])[CH2:21][CH3:22])[N:11]=1.CCN(C(C)C)C(C)C.[OH-].[Na+]>C(#N)CCC.C(OCC)(=O)C>[NH2:1][CH2:2][CH:3]1[CH2:8][CH2:7][N:6]([C:10]2[C:19]3[C:14](=[CH:15][CH:16]=[CH:17][CH:18]=3)[N:13]=[C:12]([N:20]([CH2:23][CH3:24])[CH2:21][CH3:22])[N:11]=2)[CH2:5][CH2:4]1 |f:3.4|. Reported procedure: A mixture of 4-(aminomethyl)-piperidine (1.2 g, 11 mmol), 4-chloro-2-diethylaminoquinazoline (1.2 g, 5.1 mmol) and Hunig's base (2.8 ml, 16 mmol) in 10 ml of butyronitrile was reacted for 12 hours at 100° C. After cooling, ethyl acetate (50 ml) and 50 ml of sodium hydroxide (10%) were added. The phases were separated and the aqueous phase was extracted with ethyl acetate (2×25 ml). The combined organic phases were dried (Na2SO4), concentrated on a rotary evaporator and purified by chromatography... The reactants are [BH4-], CSc1ccc(C=O)cc1, CC(C)O, [Na+]. The product is CSc1ccc(CO)cc1. RXN SMILES: [BH4-:1].[CH3:3][S:4][c:5]1[cH:6][cH:7][c:8]([CH:9]=[O:10])[cH:11][cH:12]1.[CH:13]([OH:14])([CH3:15])[CH3:16].[Na+:2]>>[CH3:3][S:4][c:5]1[cH:6][cH:7][c:8]([CH2:9][OH:10])[cH:11][cH:12]1. RXN SMILES: [C:1]([CH3:2])([CH3:3])([CH3:4])[Si:5]([O:6][CH:7]([C:8](=[O:9])[O:10][CH3:11])[CH3:12])([CH3:13])[CH3:14].[CH2:17]1[O:18][CH2:19][CH2:20][CH2:21]1.[Li+:16].[OH-:15]>>[C:1]([CH3:2])([CH3:3])([CH3:4])[Si:5]([O:6][CH:7]([C:8](=[O:9])[OH:10])[CH3:12])([CH3:13])[CH3:14]. The product is CC(O[Si](C)(C)C(C)(C)C)C(=O)O. The reactants are COC(=O)C(C)O[Si](C)(C)C(C)(C)C, C1CCOC1, [Li+], [OH-]. Starting materials: CO, [H][H], N, N#CC(CCCCC(F)F)c1cccc2ccccc12. The product is NCC(CCCCC(F)F)c1cccc2ccccc12. RXN SMILES: [CH3:24][OH:25].[H:22][H:23].[NH3:21].[c:1]1([CH:11]([C:12]#[N:13])[CH2:14][CH2:15][CH2:16][CH2:17][CH:18]([F:19])[F:20])[cH:2][cH:3][cH:4][c:5]2[cH:6][cH:7][cH:8][cH:9][c:10]12>>[c:1]1([CH:11]([CH2:12][NH2:13])[CH2:14][CH2:15][CH2:16][CH2:17][CH:18]([F:19])[F:20])[cH:2][cH:3][cH:4][c:5]2[cH:6][cH:7][cH:8][cH:9][c:10]12. The reactants are BrC=1C(=NC=C(N1)Br)NC(=O)OC(C)(C)C (3,5-dibromo-2-(tert-butoxycarbonylamino)pyrazine), ClC1=C(N)C=C(C(=C1)OC)OCC1=C(C(=CC=C1OC)F)F (2-chloro-5-(2,3-difluoro-6-methoxybenzyloxy)-4-methoxyaniline), C1(=CC=CC=C1)P(C1=CC=CC=2C(C3=CC=CC(=C3OC12)P(C1=CC=CC=C1)C1=CC=CC=C1)(C)C)C1=CC=CC=C1 (4,5-bis(diphenylphosphino)-9,9-dimethylxanthene), CC(C)([O-])C.[Na+] (sodium tert-butoxide). The reagents and catalysts are C=1C=CC(=CC1)/C=C/C(=O)/C=C/C2=CC=CC=C2.C=1C=CC(=CC1)/C=C/C(=O)/C=C/C2=CC=CC=C2.C=1C=CC(=CC1)/C=C/C(=O)/C=C/C2=CC=CC=C2.[Pd].[Pd] (tris(dibenzylideneacetone)-dipalladium(0)). The solvent is O1CCCC1 (tetrahydrofuran), C(C)(=O)OCC (ethyl acetate). Run at time 3 hour. Product: BrC=1N=C2C(=NC1)NC(N2C2=C(C=C(C(=C2)OCC2=C(C(=CC=C2OC)F)F)OC)Cl)=O (5-Bromo-3-[2-chloro-5-(2,3-difluoro-6-methoxybenzyloxy)-4-methoxyphenyl]-1,3-dihydro-2H-imidazo[4,5-b]pyrazin-2-one). Yield: 21.6%. As a reaction SMILES: Br[C:2]1[C:3]([NH:9][C:10]([O:12]C(C)(C)C)=O)=[N:4][CH:5]=[C:6]([Br:8])[N:7]=1.[Cl:17][C:18]1[CH:24]=[C:23]([O:25][CH3:26])[C:22]([O:27][CH2:28][C:29]2[C:34]([O:35][CH3:36])=[CH:33][CH:32]=[C:31]([F:37])[C:30]=2[F:38])=[CH:21][C:19]=1[NH2:20].C1(P(C2C=CC=CC=2)C2C3OC4C(=CC=CC=4P(C4C=CC=CC=4)C4C=CC=CC=4)C(C)(C)C=3C=CC=2)C=CC=CC=1.CC(C)([O-])C.[Na+]>O1CCCC1.C1C=CC(/C=C/C(/C=C/C2C=CC=CC=2)=O)=CC=1.C1C=CC(/C=C/C(/C=C/C2C=CC=CC=2)=O)=CC=1.C1C=CC(/C=C/C(/C=C/C2C=CC=CC=2)=O)=CC=1.[Pd].[Pd].C(OCC)(=O)C>[Br:8][C:6]1[N:7]=[C:2]2[N:20]([C:19]3[CH:21]=[C:22]([O:27][CH2:28][C:29]4[C:34]([O:35][CH3:36])=[CH:33][CH:32]=[C:31]([F:37])[C:30]=4[F:38])[C:23]([O:25][CH3:26])=[CH:24][C:18]=3[Cl:17])[C:10](=[O:12])[NH:9][C:3]2=[N:4][CH:5]=1 |f:3.4,6.7.8.9.10|. Procedure: A mixture of 3,5-dibromo-2-(tert-butoxycarbonylamino)pyrazine (0.26 g), 2-chloro-5-(2,3-difluoro-6-methoxybenzyloxy)-4-methoxyaniline (0.25 g), tris(dibenzylideneacetone)-dipalladium(0) (34 mg), 4,5-bis(diphenylphosphino)-9,9-dimethylxanthene (43 mg) and sodium tert-butoxide (0.1 g) in tetrahydrofuran (5 mL) was heated at reflux under an argon atmosphere for 1 hour. The reaction mixture was cooled to room temperature. To the reaction mixture was added ethyl acetate, and the insoluble material wa... Solvent: CC(=O)C (acetone). Procedure: To a solution of the crude 3-hydroxy-2-methyl-4-nitrobenzoic acid in acetone (300 mL) was added K2CO3 (15.8 g, 115 mmol) and Me2SO4 (8.7 g, 69 mmol). The mixture was refluxed at 60° C. for 2 h. After the solvent was evaporated in vacuo, the resulting residue was purified by silica gel-column (eluting with PE/EA=10:1) to afford methyl 3-methoxy-2-methyl-4-nitrobenzoate as a yellowish solid (2.7 g, 33% yield, two steps). m/z (ES+APCI)+: [M+H]+226.1. The product is COC=1C(=C(C(=O)OC)C=CC1[N+](=O)[O-])C (methyl 3-methoxy-2-methyl-4-nitrobenzoate). RXN SMILES: [OH:1][C:2]1[C:3]([CH3:14])=[C:4]([CH:8]=[CH:9][C:10]=1[N+:11]([O-:13])=[O:12])[C:5](O)=[O:6].[C:15]([O-])([O-])=O.[K+].[K+].COS([O:26][CH3:27])(=O)=O>CC(C)=O>[CH3:15][O:1][C:2]1[C:3]([CH3:14])=[C:4]([CH:8]=[CH:9][C:10]=1[N+:11]([O-:13])=[O:12])[C:5]([O:26][CH3:27])=[O:6] |f:1.2.3|. The reactants are OC=1C(=C(C(=O)O)C=CC1[N+](=O)[O-])C (3-hydroxy-2-methyl-4-nitrobenzoic acid), C(=O)([O-])[O-].[K+].[K+] (K2CO3), COS(=O)(=O)OC (Me2SO4). Run at temperature 60 celsius. Yield: 33.0%. Product: COC=1C=C(C=C(C1)OS(=O)(=O)C)C=1NC=2C(=NC=CC2)N1 (2-(3'-Methoxy-5'-methanesulfonyloxy-phenyl)-imidazo[4,5-b]pyridine). Procedure details: Prepared analogously to Example 1 from 2-(3'-methoxy-5'-hydroxy-phenyl)-imidazo[4,5-b]pyridine and methanesulfonic acid chloride. Reaction SMILES: [CH3:1][O:2][C:3]1[CH:4]=[C:5]([C:10]2[NH:11][C:12]3[C:13]([N:18]=2)=[N:14][CH:15]=[CH:16][CH:17]=3)[CH:6]=[C:7]([OH:9])[CH:8]=1.[CH3:19][S:20](Cl)(=[O:22])=[O:21]>>[CH3:1][O:2][C:3]1[CH:4]=[C:5]([C:10]2[NH:11][C:12]3[C:13]([N:18]=2)=[N:14][CH:15]=[CH:16][CH:17]=3)[CH:6]=[C:7]([O:9][S:20]([CH3:19])(=[O:22])=[O:21])[CH:8]=1. The reactants are COC=1C=C(C=C(C1)O)C=1NC=2C(=NC=CC2)N1 (2-(3'-methoxy-5'-hydroxy-phenyl)-imidazo[4,5-b]pyridine), CS(=O)(=O)Cl (methanesulfonic acid chloride). Reactants: BrC1=C(C=CC(=C1)F)C1C(=C(NC(=N1)C=1SC=CN1)CN1CC(OCC1)C(=O)O)C(=O)OCC (4-((6-(2-bromo-4-fluorophenyl)-5-(ethoxycarbonyl)-2-(thiazol-2-yl)-3,6-dihydropyrimidin-4-yl)methyl)morpholine-2-carboxylic acid), Cl.NCC(=O)OCC (ethyl 2-aminoacetate hydrochloride). Yields the product BrC1=C(C=CC(=C1)F)C1N=C(NC(=C1C(=O)OCC)CN1CC(OCC1)C(NCC(=O)OCC)=O)C=1SC=CN1 (Ethyl 4-(2-bromo-4-fluorophenyl)-6-((2-((2-ethoxy-2-oxoethyl)carbamoyl)morpholino)methyl)-2-(thiazol-2-yl)-1,4-dihydropyrimidine-5-carboxylate). The yield is 82.1%. As a reaction SMILES: [Br:1][C:2]1[CH:7]=[C:6]([F:8])[CH:5]=[CH:4][C:3]=1[CH:9]1[N:14]=[C:13]([C:15]2[S:16][CH:17]=[CH:18][N:19]=2)[NH:12][C:11]([CH2:20][N:21]2[CH2:26][CH2:25][O:24][CH:23]([C:27](O)=[O:28])[CH2:22]2)=[C:10]1[C:30]([O:32][CH2:33][CH3:34])=[O:31].Cl.[NH2:36][CH2:37][C:38]([O:40][CH2:41][CH3:42])=[O:39]>>[Br:1][C:2]1[CH:7]=[C:6]([F:8])[CH:5]=[CH:4][C:3]=1[CH:9]1[C:10]([C:30]([O:32][CH2:33][CH3:34])=[O:31])=[C:11]([CH2:20][N:21]2[CH2:26][CH2:25][O:24][CH:23]([C:27](=[O:28])[NH:36][CH2:37][C:38]([O:40][CH2:41][CH3:42])=[O:39])[CH2:22]2)[NH:12][C:13]([C:15]2[S:16][CH:17]=[CH:18][N:19]=2)=[N:14]1 |f:1.2|. Procedure details: 4-((6-(2-bromo-4-fluorophenyl)-5-(ethoxycarbonyl)-2-(thiazol-2-yl)-3,6-dihydropyrimidin-4-yl)methyl)morpholine-2-carboxylic acid (0.8 g, 1.45 mmol) was reacted with ethyl 2-aminoacetate hydrochloride (0.31 g, 2.17 mmol) according to the procedure as described in Example 53 to give the title compound as a yellow solid (0.76 g, 82%). The compound was characterized by the following spectroscopic data: